Dataset: the Open Reaction Database (ORD), a public repository of structured organic reaction records. Task: describe an organic reaction: reactants, conditions, products, and yield Starting materials: BrC=1C(=NC2=CC=C(C=C2N1)C(=O)OC)C1=CC=CC=C1 (methyl 3-bromo-2-phenylquinoxaline-6-carboxylate), C1(=C(C=CC=C1)B(O)O)C (o-tolylboronic acid). The product is C1(=CC=CC=C1)C1=NC2=CC=C(C=C2N=C1C1=C(C=CC=C1)C)C(=O)O (2-phenyl-3-o-tolylquinoxaline-6-carboxylic acid). Isolated yield 86.1%. RXN SMILES: Br[C:2]1[C:3]([C:16]2[CH:21]=[CH:20][CH:19]=[CH:18][CH:17]=2)=[N:4][C:5]2[C:10]([N:11]=1)=[CH:9][C:8]([C:12]([O:14]C)=[O:13])=[CH:7][CH:6]=2.[C:22]1([CH3:31])[CH:27]=[CH:26][CH:25]=[CH:24][C:23]=1B(O)O>>[C:16]1([C:3]2[C:2]([C:23]3[CH:24]=[CH:25][CH:26]=[CH:27][C:22]=3[CH3:31])=[N:11][C:10]3[C:5](=[CH:6][CH:7]=[C:8]([C:12]([OH:14])=[O:13])[CH:9]=3)[N:4]=2)[CH:21]=[CH:20][CH:19]=[CH:18][CH:17]=1. Procedure: The product was obtained via a Suzuki coupling reaction using the method previously shown in Example 20, Step 3, using methyl 3-bromo-2-phenylquinoxaline-6-carboxylate (100 mg, 0.29 mmol, 1.00 equiv) and o-tolylboronic acid (78.9 mg, 0.58 mmol, 2.00 equiv) as reactants. Purification via silica gel column (dichloromethane/methanol (10:1)) afforded 85 mg (84%) of 2-phenyl-3-o-tolylquinoxaline-6-carboxylic acid as a white solid.